This data is from the Open Reaction Database (ORD), a public repository of structured organic reaction records. The task is: describe an organic reaction: reactants, conditions, products, and yield The reactants are NC(=O)CCC(=O)NBr, ClC(Cl)Cl, Clc1ncnc2[nH]ccc12. Yields the product Clc1ncnc2[nH]cc(Br)c12. As a reaction SMILES: [Br:11][NH:12][C:13](=[O:14])[CH2:15][CH2:16][C:17]([NH2:18])=[O:19].[CH:20]([Cl:21])([Cl:22])[Cl:23].[Cl:1][c:2]1[c:3]2[c:4]([n:5][cH:6][n:7]1)[nH:8][cH:9][cH:10]2>>[Cl:1][c:2]1[c:3]2[c:4]([n:5][cH:6][n:7]1)[nH:8][cH:9][c:10]2[Br:11]. The reactants are [O-]P(=O)([O-])[O-].[K+].[K+].[K+] (potassium phosphate tribasic), PdCl2(AmPhos), FC(S(=O)(=O)OC1=CCC(CC1)O[Si](C)(C)C(C)(C)C)(F)F (4-(tert-butyldimethylsilyloxy)cyclohex-1-enyl trifluoromethanesulfonate), FC1=NC=CC=C1B(O)O (2-fluoropyridin-3-ylboronic acid). The product is FC1=NC=CC=C1C1=CCC(CC1)O (4-(2-FLUOROPYRIDIN-3-YL)CYCLOHEX-3-ENOL). As a reaction SMILES: [O-]P([O-])([O-])=O.[K+].[K+].[K+].FC(F)(F)S(O[C:15]1[CH2:20][CH2:19][CH:18]([O:21][Si](C(C)(C)C)(C)C)[CH2:17][CH:16]=1)(=O)=O.[F:31][C:32]1[C:37](B(O)O)=[CH:36][CH:35]=[CH:34][N:33]=1>>[F:31][C:32]1[C:37]([C:15]2[CH2:20][CH2:19][CH:18]([OH:21])[CH2:17][CH:16]=2)=[CH:36][CH:35]=[CH:34][N:33]=1 |f:0.1.2.3|. Procedure: To a 25 mL microwave vial was added potassium phosphate tribasic (0.354 mL, 4.27 mmol), PdCl2(AmPhos) (0.121 g, 0.171 mmol), 4-(tert-butyldimethylsilyloxy)cyclohex-1-enyl trifluoromethanesulfonate (0.616 g, 1.710 mmol), and 2-fluoropyridin-3-ylboronic acid (0.265 g, 1.881 mmol) before evacuating and backfilling with nitrogen (3×). A mixed solvent of Dioxane (7.12 mL):water (1.425 mL) was added, and the contents were irradiated at 150° C. for 30 minutes in an Initiator microwave reactor (Personal... Reactants: CC#N, CCN(C(C)C)C(C)C, Cc1ccc(-n2nc(C(C)(C)CF)cc2NC(=O)OCC(Cl)(Cl)Cl)cc1, Cc1cc(N)cnc1N1CCN(C(=O)c2c(F)cccc2F)CC1. The product is Cc1ccc(-n2nc(C(C)(C)CF)cc2NC(=O)Nc2cnc(N3CCN(C(=O)c4c(F)cccc4F)CC3)c(C)c2)cc1. As a reaction SMILES: [CH3:60][C:61]#[N:62].[CH:1]([N:2]([CH2:3][CH3:4])[CH:5]([CH3:6])[CH3:7])([CH3:8])[CH3:9].[Cl:34][C:35]([Cl:36])([Cl:57])[CH2:58][O:37][C:38]([NH:39][c:40]1[n:41](-[c:50]2[cH:51][cH:52][c:53]([CH3:56])[cH:54][cH:55]2)[n:42][c:43]([C:45]([CH2:46][F:47])([CH3:48])[CH3:49])[cH:44]1)=[O:59].[NH2:10][c:11]1[cH:12][c:13]([CH3:33])[c:14]([N:17]2[CH2:18][CH2:19][N:20]([C:23](=[O:24])[c:25]3[c:26]([F:32])[cH:27][cH:28][cH:29][c:30]3[F:31])[CH2:21][CH2:22]2)[n:15][cH:16]1>>[NH:10]([c:11]1[cH:12][c:13]([CH3:33])[c:14]([N:17]2[CH2:18][CH2:19][N:20]([C:23](=[O:24])[c:25]3[c:26]([F:32])[cH:27][cH:28][cH:29][c:30]3[F:31])[CH2:21][CH2:22]2)[n:15][cH:16]1)[C:38](=[O:37])[NH:39][c:40]1[n:41](-[c:50]2[cH:51][cH:52][c:53]([CH3:56])[cH:54][cH:55]2)[n:42][c:43]([C:45]([CH2:46][F:47])([CH3:48])[CH3:49])[cH:44]1. Reactants: FC(C(CC(=O)O)(C)O)(F)F (4,4,4-trifluoro-3-hydroxy-3-methylbutyric acid), C[Si](C)(C)C=[N+]=[N-] ((trimethylsilyl)diazomethane). Run in CO (methanol). Conditions: time 4 hour. The product is COC(CC(C)(O)C(F)(F)F)=O (3-(trifluoromethyl)-3-hydroxybutyric acid methyl ester). Yield: 100.0%. Reaction SMILES: [F:1][C:2]([F:11])([F:10])[C:3]([OH:9])([CH3:8])[CH2:4][C:5]([OH:7])=[O:6].[CH3:12][Si](C=[N+]=[N-])(C)C>CO>[CH3:12][O:6][C:5](=[O:7])[CH2:4][C:3]([C:2]([F:10])([F:11])[F:1])([OH:9])[CH3:8]. Reported procedure: To a solution of 4,4,4-trifluoro-3-hydroxy-3-methylbutyric acid (1.81 g, 10.0 mmol) in methanol (10 ml) was added (trimethylsilyl)diazomethane (10 ml), dropwise. The reaction was then stirred at room temperature for 4 h. Removal of the solvent afforded the crude 3-(trifluoromethyl)-3-hydroxybutyric acid methyl ester as a yellow oil (1.92 g, 100%). Starting materials: ClC=1C(=C(C(=C(C1)C(C)=O)OC)C=1C=NC=C(C1)S(=O)(=O)C)C (1-{5-chloro-2-methoxy-4-methyl-3-[5-(methylsulfonyl)pyridin-3-yl]phenyl}ethanone), C(C)(=O)[O-].[NH4+] (ammonium acetate), C(#N)[BH3-].[Na+] (sodium cyanoborohydride), O1CCCC1 (tetrahydrofuran). Solvent: CO (methanol), C(C)#N (acetonitrile). Product: ClC=1C(=C(C(=C(C1)C(C)N)OC)C=1C=NC=C(C1)S(=O)(=O)C)C (1-{5-chloro-2-methoxy-4-methyl-3-[5-(methylsulfonyl)pyridin-3-yl]phenyl}ethanamine). Reaction SMILES: [Cl:1][C:2]1[C:3]([CH3:23])=[C:4]([C:13]2[CH:14]=[N:15][CH:16]=[C:17]([S:19]([CH3:22])(=[O:21])=[O:20])[CH:18]=2)[C:5]([O:11][CH3:12])=[C:6]([C:8](=O)[CH3:9])[CH:7]=1.C([O-])(=O)C.[NH4+].C([BH3-])#[N:30].[Na+].O1CCCC1>CO.C(#N)C>[Cl:1][C:2]1[C:3]([CH3:23])=[C:4]([C:13]2[CH:14]=[N:15][CH:16]=[C:17]([S:19]([CH3:22])(=[O:21])=[O:20])[CH:18]=2)[C:5]([O:11][CH3:12])=[C:6]([CH:8]([NH2:30])[CH3:9])[CH:7]=1 |f:1.2,3.4|. Procedure details: A mixture of 1-{5-chloro-2-methoxy-4-methyl-3-[5-(methylsulfonyl)pyridin-3-yl]phenyl}ethanone (0.035 g, 0.099 mmol), ammonium acetate (0.08 g, 1 mmol) and 1.0 M sodium cyanoborohydride in tetrahydrofuran (THF) (0.25 mL, 0.25 mmol) in methanol (0.2 mL) and acetonitrile (0.2 mL) was heated at 65° C. overnight. The mixture was cooled to room temperature (rt), quenched with sat. NaHCO3 solution, and extracted with dichloromethane. The combined organic layers were dried over MgSO4 and concentrated to... Starting materials: FC1=C(C(=O)OC)C=CC(=C1)C(=O)NN=C(C)C1=CSC(=C1O)C1=CC=C(C=C1)C(C)(C)C (methyl 2-fluoro-4-[(2-{1-[5-(4-t-butylphenyl)-4-hydroxy-3-thienyl]ethylidene}hydrazino)carbonyl]benzoate), [OH-].[Na+] (sodium hydroxide). The product is FC1=C(C(=O)O)C=CC(=C1)C(=O)NN=C(C)C1=CSC(=C1O)C1=CC=C(C=C1)C(C)(C)C (2-fluoro-4-[(2-{1-[5-(4-t-butylphenyl)-4-hydroxy-3-thienyl]ethylidene}hydrazino)carbonyl]benzoic acid). Isolated yield 84.9%. Reaction SMILES: [F:1][C:2]1[CH:11]=[C:10]([C:12]([NH:14][N:15]=[C:16]([C:18]2[C:22]([OH:23])=[C:21]([C:24]3[CH:29]=[CH:28][C:27]([C:30]([CH3:33])([CH3:32])[CH3:31])=[CH:26][CH:25]=3)[S:20][CH:19]=2)[CH3:17])=[O:13])[CH:9]=[CH:8][C:3]=1[C:4]([O:6]C)=[O:5].[OH-].[Na+]>>[F:1][C:2]1[CH:11]=[C:10]([C:12]([NH:14][N:15]=[C:16]([C:18]2[C:22]([OH:23])=[C:21]([C:24]3[CH:25]=[CH:26][C:27]([C:30]([CH3:33])([CH3:32])[CH3:31])=[CH:28][CH:29]=3)[S:20][CH:19]=2)[CH3:17])=[O:13])[CH:9]=[CH:8][C:3]=1[C:4]([OH:6])=[O:5] |f:1.2|. Reported procedure: From methyl 2-fluoro-4-[(2-{1-[5-(4-t-butylphenyl)-4-hydroxy-3-thienyl]ethylidene}hydrazino)carbonyl]benzoate (56.2 mg, 0.12 mmol) and 0.2 M sodium hydroxide aqueous solution (1.26 mL, 0.25 mmol), 46.3 mg of the desired product was obtained in the same manner as in Synthetic Example 70 as a pale yellow solid (yield 85%).